From a dataset of the Open Reaction Database (ORD), a public repository of structured organic reaction records. describe an organic reaction: reactants, conditions, products, and yield Reactants: C(=O)([O-])[O-].[Na+].[Na+] (Na2CO3), O (water), COC1=CC=C(CN2N=CC(=C2)C=2N=C(SC2C)NC2=NC=CC(=C2)F)C=C1 (N-(4-(1-(4-methoxybenzyl)-1H-pyrazol-4-yl)-5-methylthiazol-2-yl)-4-fluoropyridin-2-amine). Solvent: C(=O)(C(F)(F)F)O (TFA). Product: FC1=CC(=NC=C1)NC=1SC(=C(N1)C=1C=NNC1)C (N-(4-fluoropyridin-2-yl)-5-methyl-4-(1H-pyrazol-4-yl)thiazol-2-amine). Isolated yield 51.5%. Reaction SMILES: COC1C=CC(C[N:8]2[CH:12]=[C:11]([C:13]3[N:14]=[C:15]([NH:19][C:20]4[CH:25]=[C:24]([F:26])[CH:23]=[CH:22][N:21]=4)[S:16][C:17]=3[CH3:18])[CH:10]=[N:9]2)=CC=1.C([O-])([O-])=O.[Na+].[Na+].O>C(O)(C(F)(F)F)=O>[F:26][C:24]1[CH:23]=[CH:22][N:21]=[C:20]([NH:19][C:15]2[S:16][C:17]([CH3:18])=[C:13]([C:11]3[CH:12]=[N:8][NH:9][CH:10]=3)[N:14]=2)[CH:25]=1 |f:1.2.3|. Reported procedure: According to Scheme 3 Step 3: A solution of N-(4-(1-(4-methoxybenzyl)-1H-pyrazol-4-yl)-5-methylthiazol-2-yl)-4-fluoropyridin-2-amine (0.33 mmol, 132 mg) in TFA (1.5 mL) was microwaved for 2 minutes at 150° C. A precipitate was formed after addition of a saturated solution of Na2CO3 and water. After filtration, the solid was washed with water and recrystallized in Et2O to yield N-(4-fluoropyridin-2-yl)-5-methyl-4-(1H-pyrazol-4-yl)thiazol-2-amine (0.17 mmol, 47 mg, 51%) as a beige solid. The reactants are CC(=O)C(C(=O)NC1=CC2=C(C=C1)NC(=O)N2)N=NC3=CC=CC=C3C(=O)O (C.I. pigment yellow 151), zirconia, C1=CC(=CC=C1N=NC2C(=NN(C2=O)C3=CC=C(C=C3)S(=O)(=O)[O-])C(=O)[O-])S(=O)(=O)[O-].[Na+].[Na+].[Na+] (C.I. acid yellow 23), N (ammonia). Run in O (water), O (water), O (water), O (water). Reaction conditions: time 5 hour. The product is N=1C(N=C2C1C=CC=C2)=O (Benzimidazolone). Reaction SMILES: CC(C(N=NC1C(C(O)=O)=CC=CC=1)C(N[C:8]1[CH:13]=[CH:12][C:11]2[NH:14][C:15]([NH:17][C:10]=2[CH:9]=1)=[O:16])=O)=O.C1C(N=NC2C(=O)N(C3C=CC(S([O-])(=O)=O)=CC=3)N=C2C([O-])=O)=CC=C(S([O-])(=O)=O)C=1.[Na+].[Na+].[Na+].N>O>[N:14]1[C:15](=[O:16])[N:17]=[C:10]2[CH:9]=[CH:8][CH:13]=[CH:12][C:11]=12 |f:1.2.3.4|. Procedure details: 20 g of C.I. pigment yellow 151 having an average primary particle diameter of 80 nm (in which the content of metal ions having a valence of at least 2 was 270 ppm), 4 g of a commercially available dye C.I. acid yellow 23 and 110 g of deionized water were mixed, aqueous ammonia was added so as to adjust the pH of a mixture liquid to 9.0, and the mixture liquid was dispersed with a paint shaker in the presence of zirconia beads as media for approximately 5 hours, to obtain a water-based pigment d... The reactants are Brc1nccs1, CCCC[Sn](CCCC)(CCCC)c1nccn1COCC, Cc1ccccc1, [Na+], O=C([O-])O, c1ccc(P(c2ccccc2)(c2ccccc2)[Pd](P(c2ccccc2)(c2ccccc2)c2ccccc2)(P(c2ccccc2)(c2ccccc2)c2ccccc2)P(c2ccccc2)(c2ccccc2)c2ccccc2)cc1. RXN SMILES: [Br:23][c:24]1[s:25][cH:26][cH:27][n:28]1.[CH2:1]([CH3:2])[O:3][CH2:4][n:5]1[c:6]([Sn:10]([CH2:11][CH2:12][CH2:13][CH3:14])([CH2:15][CH2:16][CH2:17][CH3:18])[CH2:19][CH2:20][CH2:21][CH3:22])[n:7][cH:8][cH:9]1.[CH3:34][c:35]1[cH:36][cH:37][cH:38][cH:39][cH:40]1.[Na+:33].[O-:29][C:30]([OH:31])=[O:32].[cH:41]1[cH:42][cH:43][c:44]([P:45]([Pd:46]([P:47]([c:48]2[cH:49][cH:50][cH:51][cH:52][cH:53]2)([c:54]2[cH:55][cH:56][cH:57][cH:58][cH:59]2)[c:60]2[cH:61][cH:62][cH:63][cH:64][cH:65]2)([P:66]([c:67]2[cH:68][cH:69][cH:70][cH:71][cH:72]2)([c:73]2[cH:74][cH:75][cH:76][cH:77][cH:78]2)[c:79]2[cH:80][cH:81][cH:82][cH:83][cH:84]2)[P:85]([c:86]2[cH:87][cH:88][cH:89][cH:90][cH:91]2)([c:92]2[cH:93][cH:94][cH:95][cH:96][cH:97]2)[c:98]2[cH:99][cH:100][cH:101][cH:102][cH:103]2)([c:104]2[cH:105][cH:106][cH:107][cH:108][cH:109]2)[c:110]2[cH:111][cH:112][cH:113][cH:114][cH:115]2)[cH:116][cH:117]1>>[CH2:1]([CH3:2])[O:3][CH2:4][n:5]1[c:6](-[c:24]2[s:25][cH:26][cH:27][n:28]2)[n:7][cH:8][cH:9]1. Yields the product CCOCn1ccnc1-c1nccs1. Reactants: N1=C(C=NC=C1)N (pyrazin-2-amine), C(C)(C)[Mg]Cl (isopropyl magnesium chloride), C[C@@]1(N(CCC1)C(=O)OC(C)(C)C)C(=O)OC ((S)-1-tert-butyl 2-methyl 2-methylpyrrolidine-1,2-dicarboxylate). The solvent is C1CCOC1 (THF). Conditions: time 30 minute. Yields the product C[C@@]1(NCCC1)C(=O)NC1=NC=CN=C1 ((S)-2-Methyl-N-(pyrazin-2-yl)pyrrolidine-2-carboxamide). As a reaction SMILES: [N:1]1[CH:6]=[CH:5][N:4]=[CH:3][C:2]=1[NH2:7].C([Mg]Cl)(C)C.[CH3:13][C@@:14]1([C:26](OC)=[O:27])[CH2:18][CH2:17][CH2:16][N:15]1C(OC(C)(C)C)=O>C1COCC1>[CH3:13][C@@:14]1([C:26]([NH:7][C:2]2[CH:3]=[N:4][CH:5]=[CH:6][N:1]=2)=[O:27])[CH2:18][CH2:17][CH2:16][NH:15]1. Procedure details: To a stirred solution of pyrazin-2-amine (1.56 g, 16.44 mmol) in THF (30 ml) was added isopropyl magnesium chloride (7.8 ml, 15.62 mmol) (2.0 M THF solution) dropwise at 0° C. under nitrogen. The resulting suspension was stirred at RT for 30 min. A solution of (S)-1-tert-butyl 2-methyl 2-methylpyrrolidine-1,2-dicarboxylate (1.0 g, 4.11 mmol) solid was added to the reaction mixture. The reaction mixture was stirred at RT for 6 h, quenched with MeOH, and concentrated. The residue was dissolved in ... The reactants are C(C)(C)(C)OC(=O)N1CCNCC1 (1-(tert-butoxycarbonyl)piperazine), C(C)(C)(C)OC([C@@H](NC(=O)OC1=CC=C(C=C1)[N+](=O)[O-])CC(C)C)=O (N-(4-nitrophenoxycarbonyl)-L-leucine tert-butyl ester). The solvent is CN(C)C=O (DMF). Reaction conditions: temperature 60 celsius, time 1 hour. The product is N1(CCNCC1)C(=O)N[C@@H](CC(C)C)C(=O)O (N-(Piperazin-1-yl)carbonyl-L-leucine). As a reaction SMILES: C(O[C:6]([N:8]1[CH2:13][CH2:12][NH:11][CH2:10][CH2:9]1)=[O:7])(C)(C)C.C([O:18][C:19](=[O:38])[C@H:20]([CH2:34][CH:35]([CH3:37])[CH3:36])[NH:21]C(OC1C=CC([N+]([O-])=O)=CC=1)=O)(C)(C)C>CN(C=O)C>[N:8]1([C:6]([NH:21][C@H:20]([C:19]([OH:38])=[O:18])[CH2:34][CH:35]([CH3:37])[CH3:36])=[O:7])[CH2:9][CH2:10][NH:11][CH2:12][CH2:13]1. Procedure details: A mixture of 1-(tert-butoxycarbonyl)piperazine (60 mg, 0.036 mmol) and N-(4-nitrophenoxycarbonyl)-L-leucine tert-butyl ester (128 mg, 0.36 mmol) in DMF was stirred at 60° C. for 1 h. concentrated in vacuo and the residue treated with 4 M HCl in dioxane (5 ml) for 16 h. The mixture was concentrated in vacuo, azeotroped with toluene and treated with 4 M HCl in dioxane (5 ml) for 16 h. The mixture was concentrated in vacuo to afford the title compound.